This data is from the Open Reaction Database (ORD), a public repository of structured organic reaction records. The task is: describe an organic reaction: reactants, conditions, products, and yield Starting materials: O=C([O-])[O-], COCCOC, CC1(C)OB(c2ccc(Nc3nc4ccccc4o3)c(F)c2)OC1(C)C, CN1CCN(C2CCC(n3nc(I)c4c(N)ncnc43)CC2)CC1, [Na+], [Na+], O, O, c1ccc(P(c2ccccc2)(c2ccccc2)[Pd](P(c2ccccc2)(c2ccccc2)c2ccccc2)(P(c2ccccc2)(c2ccccc2)c2ccccc2)P(c2ccccc2)(c2ccccc2)c2ccccc2)cc1. Yields the product CN1CCN(C2CCC(n3nc(-c4ccc(Nc5nc6ccccc6o5)c(F)c4)c4c(N)ncnc43)CC2)CC1. As a reaction SMILES: [C:52](=[O:53])([O-:54])[O-:55].[CH3:58][O:59][CH2:60][CH2:61][O:62][CH3:63].[F:25][c:26]1[c:27]([NH:41][c:42]2[o:43][c:44]3[c:45]([n:46]2)[cH:47][cH:48][cH:49][cH:50]3)[cH:28][cH:29][c:30]([B:32]2[O:33][C:34]([CH3:35])([CH3:36])[C:37]([CH3:38])([CH3:39])[O:40]2)[cH:31]1.[I:1][c:2]1[n:3][n:4]([CH:12]2[CH2:13][CH2:14][CH:15]([N:18]3[CH2:19][CH2:20][N:21]([CH3:24])[CH2:22][CH2:23]3)[CH2:16][CH2:17]2)[c:5]2[n:6][cH:7][n:8][c:9]([NH2:11])[c:10]12.[Na+:56].[Na+:57].[OH2:51].[OH2:64].[cH:65]1[cH:66][cH:67][c:68]([P:69]([Pd:70]([P:71]([c:72]2[cH:73][cH:74][cH:75][cH:76][cH:77]2)([c:78]2[cH:79][cH:80][cH:81][cH:82][cH:83]2)[c:84]2[cH:85][cH:86][cH:87][cH:88][cH:89]2)([P:90]([c:91]2[cH:92][cH:93][cH:94][cH:95][cH:96]2)([c:97]2[cH:98][cH:99][cH:100][cH:101][cH:102]2)[c:103]2[cH:104][cH:105][cH:106][cH:107][cH:108]2)[P:109]([c:110]2[cH:111][cH:112][cH:113][cH:114][cH:115]2)([c:116]2[cH:117][cH:118][cH:119][cH:120][cH:121]2)[c:122]2[cH:123][cH:124][cH:125][cH:126][cH:127]2)([c:128]2[cH:129][cH:130][cH:131][cH:132][cH:133]2)[c:134]2[cH:135][cH:136][cH:137][cH:138][cH:139]2)[cH:140][cH:141]1>>[c:2]1(-[c:30]2[cH:29][cH:28][c:27]([NH:41][c:42]3[o:43][c:44]4[c:45]([n:46]3)[cH:47][cH:48][cH:49][cH:50]4)[c:26]([F:25])[cH:31]2)[n:3][n:4]([CH:12]2[CH2:13][CH2:14][CH:15]([N:18]3[CH2:19][CH2:20][N:21]([CH3:24])[CH2:22][CH2:23]3)[CH2:16][CH2:17]2)[c:5]2[n:6][cH:7][n:8][c:9]([NH2:11])[c:10]12. Starting materials: [Al+3], Cc1nc2cccc(C3CC3C=NO)n2n1, [H-], [H-], [H-], [H-], [Li+], [Na+], [Na+], C1CCOC1, O, O, O, O, O, O, O, O, O, O, O=S(=O)([O-])[O-]. Yields the product Cc1nc2cccc(C3CC3CN)n2n1. RXN SMILES: [Al+3:2].[CH3:7][c:8]1[n:9][n:10]2[c:11]([cH:12][cH:13][cH:14][c:15]2[CH:16]2[CH:17]([CH:19]=[N:20][OH:21])[CH2:18]2)[n:22]1.[H-:1].[H-:4].[H-:5].[H-:6].[Li+:3].[Na+:38].[Na+:39].[O:40]1[CH2:41][CH2:42][CH2:43][CH2:44]1.[OH2:23].[OH2:24].[OH2:25].[OH2:26].[OH2:27].[OH2:28].[OH2:29].[OH2:30].[OH2:31].[OH2:32].[S:33]([O-:34])([O-:35])(=[O:36])=[O:37]>>[CH3:7][c:8]1[n:9][n:10]2[c:11]([cH:12][cH:13][cH:14][c:15]2[CH:16]2[CH:17]([CH2:19][NH2:20])[CH2:18]2)[n:22]1. The reactants are CN1OCCC(C(O)c2cc(C(C)(C)C)c(O)c(C(C)(C)C)c2)C1=O, O, Cc1ccc(S(=O)(=O)O)cc1, c1ccccc1. The product is CN1OCCC(=Cc2cc(C(C)(C)C)c(O)c(C(C)(C)C)c2)C1=O. As a reaction SMILES: [C:1]([CH3:2])([CH3:3])([CH3:4])[c:5]1[cH:6][c:7]([CH:16]([CH:17]2[C:18](=[O:24])[N:19]([CH3:23])[O:20][CH2:21][CH2:22]2)[OH:25])[cH:8][c:9]([C:12]([CH3:13])([CH3:14])[CH3:15])[c:10]1[OH:11].[OH2:26].[c:27]1([CH3:28])[cH:29][cH:30][c:31]([S:32]([OH:33])(=[O:34])=[O:35])[cH:36][cH:37]1.[cH:38]1[cH:39][cH:40][cH:41][cH:42][cH:43]1>>[C:1]([CH3:2])([CH3:3])([CH3:4])[c:5]1[cH:6][c:7]([CH:16]=[C:17]2[C:18](=[O:24])[N:19]([CH3:23])[O:20][CH2:21][CH2:22]2)[cH:8][c:9]([C:12]([CH3:13])([CH3:14])[CH3:15])[c:10]1[OH:11]. Reactants: [N+](=O)([O-])C1=C(N)C=CC=C1 (2-nitroaniline), C(C1=CC=CC=C1)OC1=C(C=C(C(=O)O)C=C1)OC (4-benzyloxy-3-methoxy benzoic acid), CN(C)C=O (DMF), S(=O)(Cl)Cl (thionyl chloride). The solvent is N1=CC=CC=C1 (pyridine), C(Cl)Cl (methylene chloride), O (water). Conditions: temperature 50 celsius, time 2 hour. Product: [N+](=O)([O-])C1=C(C=CC=C1)NC(C1=CC(=C(C=C1)OCC1=CC=CC=C1)OC)=O (N-(2-nitrophenyl)-4-benzyloxy-3-methoxybenzamide). The yield is 51.5%. RXN SMILES: [CH2:1]([O:8][C:9]1[CH:17]=[CH:16][C:12]([C:13]([OH:15])=O)=[CH:11][C:10]=1[O:18][CH3:19])[C:2]1[CH:7]=[CH:6][CH:5]=[CH:4][CH:3]=1.CN(C=O)C.S(Cl)(Cl)=O.[N+:29]([C:32]1[CH:38]=[CH:37][CH:36]=[CH:35][C:33]=1[NH2:34])([O-:31])=[O:30]>C(Cl)Cl.O.N1C=CC=CC=1>[N+:29]([C:32]1[CH:38]=[CH:37][CH:36]=[CH:35][C:33]=1[NH:34][C:13](=[O:15])[C:12]1[CH:16]=[CH:17][C:9]([O:8][CH2:1][C:2]2[CH:3]=[CH:4][CH:5]=[CH:6][CH:7]=2)=[C:10]([O:18][CH3:19])[CH:11]=1)([O-:31])=[O:30]. Procedure: In 20 ml of methylene chloride was suspended 2.0 g (7.7 mmol) of 4-benzyloxy-3-methoxy benzoic acid. DMF (0.05 g) and thionyl chloride (0.68 ml) were added to this suspension. The mixture was stirred at 50° C. for 2 hours. At a temperature of 0° C., 20 ml of pyridine wherein 1.1 g (8.0 mmol) of 2-nitroaniline had been dissolved at room temperature was added dropwise to the mixture. The mixture was stirred for 2 hours at room temperature, and water was added thereto to extract the methylene chlor... The product is COc1cc(O)c(N)c(Cl)c1. Reaction SMILES: [CH3:19][CH2:20][O:21][C:22](=[O:23])[CH3:24].[Cl:1][c:2]1[c:3]([N+:11]([O-:12])=[O:13])[c:4]([OH:10])[cH:5][c:6]([O:8][CH3:9])[cH:7]1.[F-:25].[K+:26].[OH2:14].[OH2:15].[Sn:16]([Cl:17])[Cl:18]>>[Cl:1][c:2]1[c:3]([NH2:11])[c:4]([OH:10])[cH:5][c:6]([O:8][CH3:9])[cH:7]1. Reactants: CCOC(C)=O, COc1cc(O)c([N+](=O)[O-])c(Cl)c1, [F-], [K+], O, O, Cl[Sn]Cl. Starting materials: CCO, Cl, NN, O, O=C1c2ccccc2C(=O)N1CCCCn1ccnc1. Yields the product NCCCCn1ccnc1. As a reaction SMILES: [CH3:25][CH2:26][OH:27].[ClH:24].[NH2:22][NH2:23].[OH2:21].[n:1]1([CH2:6][CH2:7][CH2:8][CH2:9][N:10]2[C:11](=[O:12])[c:13]3[c:14]([cH:15][cH:16][cH:17][cH:18]3)[C:19]2=[O:20])[cH:2][n:3][cH:4][cH:5]1>>[n:1]1([CH2:6][CH2:7][CH2:8][CH2:9][NH2:10])[cH:2][n:3][cH:4][cH:5]1. Starting materials: [Cu]C#N (Copper(I) cyanide), BrC=1C(=CN=C2C=CC(=NC12)OC)Cl (8-bromo-7-chloro-2-methoxy-[1,5]naphthyridine), [Cl-].[NH4+] (ammonium chloride). Solvent: CN(C=O)C (N,N-dimethylformamide). Run at temperature 130 celsius, time 8 hour. The product is ClC=1C=NC2=CC=C(N=C2C1C#N)OC (3-chloro-6-methoxy-[1,5]naphthyridine-4-carbonitrile). Yield: 60.9%. As a reaction SMILES: [Cu][C:2]#[N:3].Br[C:5]1[C:6]([Cl:17])=[CH:7][N:8]=[C:9]2[C:14]=1[N:13]=[C:12]([O:15][CH3:16])[CH:11]=[CH:10]2.[Cl-].[NH4+]>CN(C)C=O>[Cl:17][C:6]1[CH:7]=[N:8][C:9]2[C:14]([C:5]=1[C:2]#[N:3])=[N:13][C:12]([O:15][CH3:16])=[CH:11][CH:10]=2 |f:2.3|. Procedure: Copper(I) cyanide (39.3 g, 0.44 mol, 1.2 eq) is added at room temperature to a stirred solution of 8-bromo-7-chloro-2-methoxy-[1,5]naphthyridine (100 g, 0.37 mol, 1.0 eq) in N,N-dimethylformamide (1.5 L). After 8 hours stirring at 130° C., the reaction mixture is cooled down to room temperature and treated with a saturated ammonium chloride aqueous solution (1.5 L). The aqueous layer is separated and extracted with ethyl acetate (2×1.5 L). The combined organic layers are dried over sodium sulfat...